The task is: describe an organic reaction: reactants, conditions, products, and yield. This data is from the Open Reaction Database (ORD), a public repository of structured organic reaction records. Starting materials: C(C)(C)(C)NCC(=O)C1=CC(=C(C=C1)OC(CC(C)C)=O)O (3-hydroxy-4-(isovaleryloxy)phenyl tert-butylaminomethyl ketone), C[O-].[Na+] (sodium methoxide), C1(=CC=CC=C1)[O-].[Na+] (sodium phenolate salt), CC1(CC(C1)C)C(=O)Cl (1,3-dimethylcyclobutanecarbonyl chloride). The product is C(C)(C)(C)NCC(=O)C1=CC(=C(C=C1)OC(CC(C)C)=O)OC(=O)C1(CC(C1)C)C (3-(1,3-dimethylcyclobutanecarbonyloxy)-4-(isovaleryloxy)-phenyl tert-butylaminomethyl ketone). As a reaction SMILES: [C:1]([NH:5][CH2:6][C:7]([C:9]1[CH:14]=[CH:13][C:12]([O:15][C:16](=[O:21])[CH2:17][CH:18]([CH3:20])[CH3:19])=[C:11]([OH:22])[CH:10]=1)=[O:8])([CH3:4])([CH3:3])[CH3:2].C[O-].[Na+].C1([O-])C=CC=CC=1.[Na+].[CH3:34][C:35]1([C:40](Cl)=[O:41])[CH2:38][CH:37]([CH3:39])[CH2:36]1>>[C:1]([NH:5][CH2:6][C:7]([C:9]1[CH:14]=[CH:13][C:12]([O:15][C:16](=[O:21])[CH2:17][CH:18]([CH3:19])[CH3:20])=[C:11]([O:22][C:40]([C:35]2([CH3:34])[CH2:38][CH:37]([CH3:39])[CH2:36]2)=[O:41])[CH:10]=1)=[O:8])([CH3:2])([CH3:4])[CH3:3] |f:1.2,3.4|. Procedure details: Following a procedure similar to that described in Example 13A above, when 3-hydroxy-4-(isovaleryloxy)phenyl tert-butylaminomethyl ketone is interacted with one equivalent of sodium methoxide and the resulting sodium phenolate salt is reacted with 1,3-dimethylcyclobutanecarbonyl chloride there is obtained 3-(1,3-dimethylcyclobutanecarbonyloxy)-4-(isovaleryloxy)-phenyl tert-butylaminomethyl ketone which reacts with hydrochloric acid to yield the hydrochloric salt. When this hydrochloride is catal...